Dataset: the Open Reaction Database (ORD), a public repository of structured organic reaction records. Task: describe an organic reaction: reactants, conditions, products, and yield Reported procedure: Following the procedure of Example 1(10), 2-cyclopropylmethyl-6-(3-fluoro-4-methoxyphenyl)-4-methane-sulfonyloxymethyl-2H-pyridazin-3-one and 1-methylpiperazine were reacted to yield the title compound as a yellow oil (yield: 73.8%). The yield is 73.8%. Reaction SMILES: [CH:1]1([CH2:4][N:5]2[C:10](=[O:11])[C:9]([CH2:12]OS(C)(=O)=O)=[CH:8][C:7]([C:18]3[CH:23]=[CH:22][C:21]([O:24][CH3:25])=[C:20]([F:26])[CH:19]=3)=[N:6]2)[CH2:3][CH2:2]1.[CH3:27][N:28]1[CH2:33][CH2:32][NH:31][CH2:30][CH2:29]1>>[CH:1]1([CH2:4][N:5]2[C:10](=[O:11])[C:9]([CH2:12][N:31]3[CH2:32][CH2:33][N:28]([CH3:27])[CH2:29][CH2:30]3)=[CH:8][C:7]([C:18]3[CH:23]=[CH:22][C:21]([O:24][CH3:25])=[C:20]([F:26])[CH:19]=3)=[N:6]2)[CH2:3][CH2:2]1. Starting materials: C1(CC1)CN1N=C(C=C(C1=O)COS(=O)(=O)C)C1=CC(=C(C=C1)OC)F (2-cyclopropylmethyl-6-(3-fluoro-4-methoxyphenyl)-4-methane-sulfonyloxymethyl-2H-pyridazin-3-one), CN1CCNCC1 (1-methylpiperazine). Yields the product C1(CC1)CN1N=C(C=C(C1=O)CN1CCN(CC1)C)C1=CC(=C(C=C1)OC)F (2-cyclopropylmethyl-6-(3-fluoro-4-methoxyphenyl)-4-(4-methyl-1-piperazinyl)methyl-2H-pyridazin-3-one). Starting materials: C(C1=CC=CC=C1)OC(=O)N1C(CN(CC1)C(=O)OC(C)(C)C)C(=O)OCC (ethyl 1-benzyloxycarbonyl-4-(tert-butoxycarbonyl)-2-piperazinecarboxylate). Reagents/catalysts: [Pd] (Pd/C). Run in CCO (EtOH). Run at time 3 hour. Yields the product C(C)(C)(C)OC(=O)N1CC(NCC1)C(=O)OCC (ethyl 4-(tert-butoxycarbonyl)-2-piperazinecarboxylate). Yield: 70.2%. Reaction SMILES: C(OC([N:11]1[CH2:16][CH2:15][N:14]([C:17]([O:19][C:20]([CH3:23])([CH3:22])[CH3:21])=[O:18])[CH2:13][CH:12]1[C:24]([O:26][CH2:27][CH3:28])=[O:25])=O)C1C=CC=CC=1>CCO.[Pd]>[C:20]([O:19][C:17]([N:14]1[CH2:15][CH2:16][NH:11][CH:12]([C:24]([O:26][CH2:27][CH3:28])=[O:25])[CH2:13]1)=[O:18])([CH3:23])([CH3:22])[CH3:21]. Procedure: To a solution of ethyl 1-benzyloxycarbonyl-4-(tert-butoxycarbonyl)-2-piperazinecarboxylate (2.49 g) (Tet. Lett. 30(39), 5193-5196) in EtOH was added Pd/C (0.25 g). The solution was degassed with nitrogen and hydrogen gas was bubbled into the mixture. The reaction mixture was stirred for 3 hours under hydrogen atmosphere. The mixture was filtered through Celite and concentrated to give 1.15 g of ethyl 4-(tert-butoxycarbonyl)-2-piperazinecarboxylate. (2) To a solution of the compound obtained abov... As a reaction SMILES: [SH:1][C:2]1[N:6]([CH3:7])[N:5]=[N:4][N:3]=1.[N:8]1[C:16]2[C:11](=[N:12][CH:13]=[CH:14][CH:15]=2)[S:10][C:9]=1[NH2:17].Cl[C:19]1[C:20]2[N:28]=[C:27](Cl)[CH:26]=[CH:25][C:21]=2[N:22]=[CH:23][N:24]=1>>[CH3:7][N:6]1[C:2]([S:1][C:27]2[CH:26]=[CH:25][C:21]3[N:22]=[CH:23][N:24]=[C:19]([NH:17][C:9]4[S:10][C:11]5[C:16]([N:8]=4)=[CH:15][CH:14]=[CH:13][N:12]=5)[C:20]=3[N:28]=2)=[N:3][N:4]=[N:5]1. Starting materials: compound, ClC=1C2=C(N=CN1)C=CC(=N2)Cl (4,6-dichloro-pyrido[3,2-d]pyrimidine), SC1=NN=NN1C (5-mercapto-1-methyl-1H-tetrazole), N1=C(SC2=NC=CC=C21)N (thiazolo[5,4-b]pyridin-2-yl-amine). The product is CN1N=NN=C1SC=1C=CC=2N=CN=C(C2N1)NC=1SC2=NC=CC=C2N1 ([6-(1-Methyl-1H-tetrazol-5-ylsulfanyl)-pyrido[3,2-d]-pyrimidin-4-yl]-thiazolo[5,4-b]pyridin-2-yl-amine). Reported procedure: The compound of Example 53 was manufactured by the same method as in Example 31, by a similar method thereto or by a combination of such a method with a conventional method using 5-mercapto-1-methyl-1H-tetrazole, thiazolo[5,4-b]pyridin-2-yl-amine and 4,6-dichloro-pyrido[3,2-d]pyrimidine. Starting materials: CCOC(=O)c1cc(F)c(F)c(COC(C)=O)c1F, CCO, CC[O-], CCO, CCOCC, [Cl-], ClCCl, Cl, O=[Cr](=O)([O-])O[Cr](=O)(=O)[O-], NO, [NH4+], [Na+], c1cc[nH+]cc1, c1cc[nH+]cc1. Product: CCOC(=O)c1cc(F)c(F)c(C=NO)c1F. RXN SMILES: [C:1]([O:2][CH2:5][c:6]1[c:7]([F:19])[c:8]([C:9](=[O:10])[O:11][CH2:12][CH3:13])[cH:14][c:15]([F:18])[c:16]1[F:17])(=[O:3])[CH3:4].[CH2:20]([OH:21])[CH3:22].[CH3:23][CH2:24][O-:25].[CH3:53][CH2:54][OH:55].[CH3:56][CH2:57][O:58][CH2:59][CH3:60].[Cl-:27].[Cl:61][CH2:62][Cl:63].[ClH:50].[Cr:29]([O:30][Cr:31]([O-:32])(=[O:33])=[O:34])([O-:35])(=[O:36])=[O:37].[NH2:51][OH:52].[NH4+:28].[Na+:26].[nH+:38]1[cH:39][cH:40][cH:41][cH:42][cH:43]1.[nH+:44]1[cH:45][cH:46][cH:47][cH:48][cH:49]1>>[CH:5]([c:6]1[c:7]([F:19])[c:8]([C:9](=[O:10])[O:11][CH2:12][CH3:13])[cH:14][c:15]([F:18])[c:16]1[F:17])=[N:28][OH:52]. Reactants: CCOCC, ClCCl, Cl, CC(Nc1cc(N2CCCN(C(=O)OC(C)(C)C)CC2)ccc1[N+](=O)[O-])c1ccccc1. RXN SMILES: [CH3:37][CH2:38][O:39][CH2:40][CH3:41].[Cl:34][CH2:35][Cl:36].[ClH:33].[c:1]1([CH:7]([CH3:8])[NH:9][c:10]2[cH:11][c:12]([N:19]3[CH2:20][CH2:21][N:22]([C:26]([O:27][C:28]([CH3:29])([CH3:30])[CH3:31])=[O:32])[CH2:23][CH2:24][CH2:25]3)[cH:13][cH:14][c:15]2[N+:16](=[O:17])[O-:18])[cH:2][cH:3][cH:4][cH:5][cH:6]1>>[ClH:33].[c:1]1([CH:7]([CH3:8])[NH:9][c:10]2[cH:11][c:12]([N:19]3[CH2:20][CH2:21][NH:22][CH2:23][CH2:24][CH2:25]3)[cH:13][cH:14][c:15]2[N+:16](=[O:17])[O-:18])[cH:2][cH:3][cH:4][cH:5][cH:6]1. The product is Cl, CC(Nc1cc(N2CCCNCC2)ccc1[N+](=O)[O-])c1ccccc1. Starting materials: CC[O-], CCO, COC(=O)OC, [Na+], OCCNCCO. The product is O=C1OCCN1CCO. Reaction SMILES: [CH3:15][CH2:16][O-:17].[CH3:18][CH2:19][OH:20].[CH3:8][O:9][C:10](=[O:11])[O:12][CH3:13].[Na+:14].[OH:1][CH2:2][CH2:3][NH:4][CH2:5][CH2:6][OH:7]>>[OH:1][CH2:2][CH2:3][N:4]1[CH2:5][CH2:6][O:7][C:8]1=[O:9].